Dataset: the Open Reaction Database (ORD), a public repository of structured organic reaction records. Task: describe an organic reaction: reactants, conditions, products, and yield Reactants: 36, OCCC=1C(NC(=NC1C)SC(C(C)=O)C)=O (5-(2-hydroxyethyl)-6-methyl-2-[(1-methyl-2-oxopropyl)thio]-4(3H)-pyrimidinone), Br (hydrobromic acid). Solvent: C(C)(=O)O (acetic acid). Run at temperature 90 celsius. Yields the product 44, Br.BrCCC1=C(N=C2N(C1=O)C(=C(S2)C)C)C (6-(2-bromoethyl)-2,3,7-trimethyl-5H-thiazolo[3,2-a]pyrimidin-5-one monohydrobromide). As a reaction SMILES: O[CH2:2][CH2:3][C:4]1[C:5](=[O:17])[NH:6][C:7]([S:11][CH:12]([CH3:16])[C:13](=O)[CH3:14])=[N:8][C:9]=1[CH3:10].[BrH:18]>C(O)(=O)C>[BrH:18].[Br:18][CH2:2][CH2:3][C:4]1[C:5](=[O:17])[N:6]2[C:13]([CH3:14])=[C:12]([CH3:16])[S:11][C:7]2=[N:8][C:9]=1[CH3:10] |f:3.4|. Procedure: A mixture of 36 parts of 5-(2-hydroxyethyl)-6-methyl-2-[(1-methyl-2-oxopropyl)thio]-4(3H)-pyrimidinone and 240 parts of a hydrobromic acid solution 60% in acetic acid was stirred and heated for 4 hours at 90° C. The reaction mixture was evaporated and the residue was suspended in 400 parts of 2-propanone. The solid product was filtered off, washed with 2-propanone and dried, yielding 44 parts of 6-(2-bromoethyl)-2,3,7-trimethyl-5H-thiazolo[3,2-a]pyrimidin-5-one monohydrobromide; mp. 172° C. (int... Reactants: C(#N)C1=CC(=C(C=C1)C=1C=NN(C1O)C1=NC=C(C(=O)O)C=C1)C (6-(4-(4-cyano-2-methylphenyl)-5-hydroxy-1H-pyrazol-1-yl)nicotinic acid), COCCCNC (3-methoxy-N-methylpropan-1-amine). The product is C(#N)C1=CC(=C(C=C1)C=1C=NN(C1O)C1=NC=C(C(=O)N(C)CCCOC)C=C1)C (6-(4-(4-cyano-2-methylphenyl)-5-hydroxy-1H-pyrazol-1-yl)-N-(3-methoxypropyl)-N-methylnicotinamide). Reaction SMILES: [C:1]([C:3]1[CH:8]=[CH:7][C:6]([C:9]2[CH:10]=[N:11][N:12]([C:15]3[CH:23]=[CH:22][C:18]([C:19](O)=[O:20])=[CH:17][N:16]=3)[C:13]=2[OH:14])=[C:5]([CH3:24])[CH:4]=1)#[N:2].[CH3:25][O:26][CH2:27][CH2:28][CH2:29][NH:30][CH3:31]>>[C:1]([C:3]1[CH:8]=[CH:7][C:6]([C:9]2[CH:10]=[N:11][N:12]([C:15]3[CH:23]=[CH:22][C:18]([C:19]([N:30]([CH2:29][CH2:28][CH2:27][O:26][CH3:25])[CH3:31])=[O:20])=[CH:17][N:16]=3)[C:13]=2[OH:14])=[C:5]([CH3:24])[CH:4]=1)#[N:2]. Procedure details: The title compound was prepared in a manner similar to Example 227 using 6-(4-(4-cyano-2-methylphenyl)-5-hydroxy-1H-pyrazol-1-yl)nicotinic acid and 3-methoxy-N-methylpropan-1-amine. 1H NMR (400 MHz, DMSO-d6) δ 1.62-1.84 (m, 2H) 2.36 (s, 3H) 2.91 (s, 3H) 3.04 (br. s., 1H) 3.14-3.21 (m, 3H) 7.59 (dd, J=8.1, 1.5 Hz, 1H) 7.65 (s, 1H) 7.72 (d, J=8.1 Hz, 1H) 7.95-8.04 (m, 1H) 8.05-8.09 (m, 1H) 8.30 (d, J=8.3 Hz, 1H) 8.46 (d, J=9.9 Hz, 1H). MS m/z [M+H]+ 406.4.